Dataset: the Open Reaction Database (ORD), a public repository of structured organic reaction records. Task: describe an organic reaction: reactants, conditions, products, and yield Starting materials: C(C)(C)(C)OC(N[C@H]1[C@@H](OCCC1)CN1C[C@@H](CCC1)CC1=CC=C(C=C1)F)=O ({(2S,3R)-2-[(S)-3-(4-fluoro-benzyl)-piperidin-1-ylmethyl]-tetrahydro-pyran-3-yl}-carbamic acid tert-butyl ester), Cl (hydrogen chloride). Run in O1CCOCC1 (dioxane). Reaction conditions: time 1 hour. The product is Cl.Cl.FC1=CC=C(C[C@H]2CN(CCC2)C[C@@H]2OCCC[C@H]2N)C=C1 ((2S,3R)-2-[(S)-3-(4-fluoro-benzyl)-piperidin-1-ylmethyl]-tetrahydro-pyran-3-ylamine dihydrochloride), residue. The yield is 100.0%. As a reaction SMILES: C(OC(=O)[NH:7][C@@H:8]1[CH2:13][CH2:12][CH2:11][O:10][C@H:9]1[CH2:14][N:15]1[CH2:20][CH2:19][CH2:18][C@@H:17]([CH2:21][C:22]2[CH:27]=[CH:26][C:25]([F:28])=[CH:24][CH:23]=2)[CH2:16]1)(C)(C)C.[ClH:30]>O1CCOCC1>[ClH:30].[ClH:30].[F:28][C:25]1[CH:24]=[CH:23][C:22]([CH2:21][C@@H:17]2[CH2:18][CH2:19][CH2:20][N:15]([CH2:14][C@H:9]3[C@H:8]([NH2:7])[CH2:13][CH2:12][CH2:11][O:10]3)[CH2:16]2)=[CH:27][CH:26]=1 |f:3.4.5|. Reported procedure: To {(2S,3R)-2-[(S)-3-(4-fluoro-benzyl)-piperidin-1-ylmethyl]-tetrahydro-pyran-3-yl}-carbamic acid tert-butyl ester (33 mg, 0.0813 mmol) was added 4 M hydrogen chloride in dioxane (7 mL). After stirring for one hour, the solution was concentrated in vacuo to give (2S,3R)-2-[(S)-3-(4-fluoro-benzyl)-piperidin-1-ylmethyl]-tetrahydro-pyran-3-ylamine dihydrochloride as a pale yellow residue (30.8 mg, 100%). This residue was dissolved in ethyl acetate and poured into 1N sodium hydroxide (20 mL). The la... The solvent is CN(C)C=O (DMF). The product is dipeptides Ddz-L-Val-Tyr-OMe, N([C@H](C(C)C)C(=O)N[C@@H](CC1=CC=C(C=C1)O)C(=O)OC)C(=O)OC(C)(C)C1=CC(OC)=CC(OC)=C1 (Ddz-D-Val-Tyr-OMe). Reactants: N([C@@H](C(C)C)C(=O)O)C(=O)OC(C)(C)C1=CC(OC)=CC(OC)=C1.C1=CC=C2C(=C1)C(=O)N(N=N2)O (Ddz-L-Val Dhbt), N[C@@H](CC1=CC=C(C=C1)O)C(=O)OC (H-Tyr-OMe), esters, amino acid alkyl ester, Ddz-D-Val-ODhbt. As a reaction SMILES: [NH2:1][C@H:2]([C:11]([O:13][CH3:14])=[O:12])[CH2:3][C:4]1[CH:9]=[CH:8][C:7]([OH:10])=[CH:6][CH:5]=1.[NH:15]([C:23]([O:25][C:26]([C:29]1[CH:38]=[C:35]([O:36][CH3:37])[CH:34]=[C:31]([O:32][CH3:33])[CH:30]=1)([CH3:28])[CH3:27])=[O:24])[C@H:16]([C:20](O)=[O:21])[CH:17]([CH3:19])[CH3:18].C1C=C2C(N(O)N=NC2=CC=1)=O>CN(C=O)C>[NH:15]([C:23]([O:25][C:26]([C:29]1[CH:30]=[C:31]([O:32][CH3:33])[CH:34]=[C:35]([O:36][CH3:37])[CH:38]=1)([CH3:28])[CH3:27])=[O:24])[C@@H:16]([C:20]([NH:1][C@H:2]([C:11]([O:13][CH3:14])=[O:12])[CH2:3][C:4]1[CH:5]=[CH:6][C:7]([OH:10])=[CH:8][CH:9]=1)=[O:21])[CH:17]([CH3:18])[CH3:19] |f:1.2|. Procedure details: Solution Phase Couplings with Ddz-Xxx-Pfp and Ddz-Xxx-ODhbt. The efficiency of acylation of ODhbt esters, in terms of both coupling and racemization, was examined through the acylation of a simple amino acid alkyl ester, i.e., the acylation of H-Tyr-OMe with Ddz-L-Val-Dhbt and Ddz-D-Val-ODhbt in DMF at 0.1M. The dipeptides Ddz-L-Val-Tyr-OMe and Ddz-D-Val-Tyr-OMe were obtained in high yield (>90%) after a simple extractive workup and the Ddz-L-Val-Tyr-OMe gave a clean, single peak HPLC trace. Ddz... Reactants: N[C@@H](CC1=CC=CC=C1)C(=O)O (phenylalanine), ClC(=O)OCC1=CC=CC=C1 (benzyl chloroformate). The solvent is [OH-].[Na+] (sodium hydroxide), [OH-].[Na+] (sodium hydroxide). Reaction conditions: time 1 hour. The product is C(C1=CC=CC=C1)OC(=O)NC(C(=O)O)CC1=CC=CC=C1 (2-Benzyloxycarbonylamino-3-phenylpropanoic acid). As a reaction SMILES: Cl[C:2]([O:4][CH2:5][C:6]1[CH:11]=[CH:10][CH:9]=[CH:8][CH:7]=1)=[O:3].[NH2:12][C@H:13]([C:21]([OH:23])=[O:22])[CH2:14][C:15]1[CH:20]=[CH:19][CH:18]=[CH:17][CH:16]=1>[OH-].[Na+]>[CH2:5]([O:4][C:2]([NH:12][CH:13]([CH2:14][C:15]1[CH:20]=[CH:19][CH:18]=[CH:17][CH:16]=1)[C:21]([OH:23])=[O:22])=[O:3])[C:6]1[CH:11]=[CH:10][CH:9]=[CH:8][CH:7]=1 |f:2.3|. Procedure details: 82 mmol (13.9 g) of benzyl chloroformate and 20 ml of 4M aqueous sodium hydroxide are added over a period of 30 minutes to a solution, cooled to 0° C., of 80 mmol (13.2 g) of phenylalanine in 20 ml of 4M aqueous sodium hydroxide. The solution returns to room temperature during a period of 1 hour. The reaction mixture is extracted with ether. The aqueous phase is rendered acidic to pH=2 with a dilute hydrochloric acid solution. The precipitate that forms is filtered off and washed to yield the ex... Starting materials: C(C)OC([C@](CC1=CC=C(C=C1)O)(OC1=CC=C(C=C1)C(F)(F)F)C)=O ((S)-3-(4-hydroxyphenyl)-2-methyl-2-(4-trifluoromethyl-phenoxy)-propionic acid ethyl ester), CC1=C(N=C(O1)C=1SC=CC1)CCOS(=O)(=O)C1=CC=C(C=C1)C (toluene-4-sulfonic acid 2-(5-methyl-2-thiophen-2-yl-oxazol-4-yl)-ethyl ester). Yields the product C[C@@](C(=O)O)(CC1=CC=C(C=C1)OCCC=1N=C(OC1C)C=1SC=CC1)OC1=CC=C(C=C1)C(F)(F)F ((S)-2-Methyl-3-{4-[2-(5-methyl-2-thiophen-2-yl-oxazol-4-yl)-ethoxy]-phenyl}-2-(4-trifluoromethyl-phenoxy)-propionic acid). Reaction SMILES: C([O:3][C:4](=[O:26])[C@@:5]([CH3:25])([O:14][C:15]1[CH:20]=[CH:19][C:18]([C:21]([F:24])([F:23])[F:22])=[CH:17][CH:16]=1)[CH2:6][C:7]1[CH:12]=[CH:11][C:10]([OH:13])=[CH:9][CH:8]=1)C.[CH3:27][C:28]1[O:32][C:31]([C:33]2[S:34][CH:35]=[CH:36][CH:37]=2)=[N:30][C:29]=1[CH2:38][CH2:39]OS(C1C=CC(C)=CC=1)(=O)=O>>[CH3:25][C@:5]([O:14][C:15]1[CH:20]=[CH:19][C:18]([C:21]([F:23])([F:24])[F:22])=[CH:17][CH:16]=1)([CH2:6][C:7]1[CH:12]=[CH:11][C:10]([O:13][CH2:39][CH2:38][C:29]2[N:30]=[C:31]([C:33]3[S:34][CH:35]=[CH:36][CH:37]=3)[O:32][C:28]=2[CH3:27])=[CH:9][CH:8]=1)[C:4]([OH:3])=[O:26]. Procedure details: The title compound was prepared from (S)-3-(4-hydroxyphenyl)-2-methyl-2-(4-trifluoromethyl-phenoxy)-propionic acid ethyl ester (95% ee; Chiralpak AD separation, 8×27 cm, 10% IPA/heptane, 275 nm) and toluene-4-sulfonic acid 2-(5-methyl-2-thiophen-2-yl-oxazol-4-yl)-ethyl ester by the procedure described in Example 1. Reactants: S1C(SCC1)=C(C(=O)N[C@H]1[C@@H]2N(C(C(S2)(C)C)C(=O)OCC=C)C1=O)C(=O)OC (Allyl 6β-[(1,3-dithiolan-2-ylidene)(methoxycarbonyl)acetamido]-2,2-dimethylpenam-3-carboxylate), C(C)C(C(=O)[O-])CCCC.[Na+].C(C)(=O)OCC (sodium 2-ethylhexanoate ethyl acetate), C1(=CC=CC=C1)P(C1=CC=CC=C1)C1=CC=CC=C1 (triphenylphosphine). The reagents and catalysts are C=1C=CC(=CC1)[P](C=2C=CC=CC2)(C=3C=CC=CC3)[Pd]([P](C=4C=CC=CC4)(C=5C=CC=CC5)C=6C=CC=CC6)([P](C=7C=CC=CC7)(C=8C=CC=CC8)C=9C=CC=CC9)[P](C=1C=CC=CC1)(C=1C=CC=CC1)C=1C=CC=CC1 (tetrakis(triphenylphosphine)palladium(0)). Reaction conditions: time 2 hour. Yields the product S1C(SCC1)=C(C(=O)N[C@H]1[C@@H]2N(C(C(S2)(C)C)C(=O)[O-])C1=O)C(=O)OC.[Na+] (Sodium 6β-[(1,3-dithiolan-2-ylidene)(methoxycarbonyl)acetamido]-2,2-dimethylpenam-3-carboxylate). The yield is 84.0%. RXN SMILES: [S:1]1[CH2:5][CH2:4][S:3][C:2]1=[C:6]([C:26]([O:28][CH3:29])=[O:27])[C:7]([NH:9][C@@H:10]1[C:24](=[O:25])[N:12]2[CH:13]([C:18]([O:20]CC=C)=[O:19])[C:14]([CH3:17])([CH3:16])[S:15][C@H:11]12)=[O:8].C1(P(C2C=CC=CC=2)C2C=CC=CC=2)C=CC=CC=1.C(C(CCCC)C([O-])=O)C.[Na+:59].C(OCC)(=O)C>C1C=CC([P]([Pd]([P](C2C=CC=CC=2)(C2C=CC=CC=2)C2C=CC=CC=2)([P](C2C=CC=CC=2)(C2C=CC=CC=2)C2C=CC=CC=2)[P](C2C=CC=CC=2)(C2C=CC=CC=2)C2C=CC=CC=2)(C2C=CC=CC=2)C2C=CC=CC=2)=CC=1>[S:3]1[CH2:4][CH2:5][S:1][C:2]1=[C:6]([C:26]([O:28][CH3:29])=[O:27])[C:7]([NH:9][C@@H:10]1[C:24](=[O:25])[N:12]2[CH:13]([C:18]([O-:20])=[O:19])[C:14]([CH3:17])([CH3:16])[S:15][C@H:11]12)=[O:8].[Na+:59] |f:2.3.4,6.7,^1:69,71,90,109|. Procedure details: Allyl 6β-[(1,3-dithiolan-2-ylidene)(methoxycarbonyl)acetamido]-2,2-dimethylpenam-3-carboxylate (459 mg, 1 mmol) was dissolved in 0.25N sodium 2-ethylhexanoate/ethyl acetate solution (4 mL), and treated with triphenylphosphine (30 mg) and tetrakis(triphenylphosphine)palladium(0) (30 mg). The reaction mixture was stirred at room temperature for 2 h under a nitrogen atmosphere. The resulting precipitate was collected by filtration, washed with ethyl acetate and diethyl ether, and dried in vacuo to ... Starting materials: FC=1C=CC2=C(N(C(=N2)[C@H](C)N)C=2C=NN(C2)C)C1 ((S)-1-[6-fluoro-1-(1-methyl-1H-pyrazol-4-yl)-1H-benzoimidazol-2-yl]-ethylamine), NC1=NC=NC(=C1C#N)Cl (4-amino-6-chloropyrimidine-5-carbonitrile), CCN(C(C)C)C(C)C (DIPEA). Run in CC(C)O (IPA). Run at temperature 80 celsius, time 16 hour. Yields the product NC1=NC=NC(=C1C#N)N[C@@H](C)C1=NC2=C(N1C=1C=NN(C1)C)C=C(C=C2)F (4-amino-6-[[(1S)-1-[6-fluoro-1-(1-methylpyrazol-4-yl)benzimidazol-2-yl]ethyl]amino]pyrimidine-5-carbonitrile). The yield is 75.7%. As a reaction SMILES: [F:1][C:2]1[CH:3]=[CH:4][C:5]2[N:9]=[C:8]([C@@H:10]([NH2:12])[CH3:11])[N:7]([C:13]3[CH:14]=[N:15][N:16]([CH3:18])[CH:17]=3)[C:6]=2[CH:19]=1.[NH2:20][C:21]1[C:26]([C:27]#[N:28])=[C:25](Cl)[N:24]=[CH:23][N:22]=1.CCN(C(C)C)C(C)C>CC(O)C>[NH2:20][C:21]1[C:26]([C:27]#[N:28])=[C:25]([NH:12][C@H:10]([C:8]2[N:7]([C:13]3[CH:14]=[N:15][N:16]([CH3:18])[CH:17]=3)[C:6]3[CH:19]=[C:2]([F:1])[CH:3]=[CH:4][C:5]=3[N:9]=2)[CH3:11])[N:24]=[CH:23][N:22]=1. Reported procedure: A mixture of (S)-1-[6-fluoro-1-(1-methyl-1H-pyrazol-4-yl)-1H-benzoimidazol-2-yl]-ethylamine, (0.055 g, 0.21 mmol), 4-amino-6-chloropyrimidine-5-carbonitrile (0.046 g, 0.30 mmol) and DIPEA (0.07 mL, 0.38 mmol) in IPA (1.5 mL) was stirred at 80° C. in a sealed tube for 16 h. After cooling, the reaction mixture was concentrated in vacuo and the residue purified by chromatography (SiO2, 0-10% (2M ammonia in methanol) in DCM) to give 418 as a white solid (0.060 g, 75%). LCMS (Method K): RT 2.94 min [... Starting materials: BrC1=CC=2N(C=C1)N=C(N2)N(C)C2CC2 (7-bromo-N-cyclopropyl-N-methyl-[1,2,4]triazolo[1,5-a]pyridin-2-amine), C(N)(OC(C)(C)C)=O (tert-butyl carbamate). Yields the product C(C)(C)(C)OC(NC1=CC=2N(C=C1)N=C(N2)N(C)C2CC2)=O ([2-(cyclopropyl-methyl-amino)-[1,2,4]triazolo[1,5-a]pyridin-7-yl]-carbamic acid tert-butyl ester). Yield: 55.2%. RXN SMILES: Br[C:2]1[CH:7]=[CH:6][N:5]2[N:8]=[C:9]([N:11]([CH:13]3[CH2:15][CH2:14]3)[CH3:12])[N:10]=[C:4]2[CH:3]=1.[C:16](=[O:23])([O:18][C:19]([CH3:22])([CH3:21])[CH3:20])[NH2:17]>>[C:19]([O:18][C:16](=[O:23])[NH:17][C:2]1[CH:7]=[CH:6][N:5]2[N:8]=[C:9]([N:11]([CH:13]3[CH2:15][CH2:14]3)[CH3:12])[N:10]=[C:4]2[CH:3]=1)([CH3:22])([CH3:21])[CH3:20]. Reported procedure: The product was prepared in the same manner as described in example 8e using 7-bromo-N-cyclopropyl-N-methyl-[1,2,4]triazolo[1,5-a]pyridin-2-amine (540 mg, 2.02 mmol) and tert-butyl carbamate (284 mg, 2.43 mmol) as starting materials. The reaction affords [2-(cyclopropyl-methyl-amino)-[1,2,4]triazolo[1,5-a]pyridin-7-yl]-carbamic acid tert-butyl ester (338 mg, 55.03%) as light yellow crystals. mp: 323.1° C., MS: m/z=397.1 (M+H+). Yields the product C(#N)NC(=NCC)N1CCC(CC1)N1C(NC2=C1C=CC=C2)=O (N-cyano-N′-ethyl-4-(2-oxo-2,3-dihydro-benzoimidazol-1-yl)-piperidine-1-carboxamidine). Procedure details: N-cyano-4-(2-oxo-2,3-dihydro-benzoimidazol-1-yl)-piperidine-1-carboximidic acid phenyl ester (0.050 g; 0.14 mmol) was treated with a 2M Solution of ethylamine in tetrahydrofuran (2 mL) and subjected to microwave irradiation (temperature approximately 110° C.) for 0.5 h. The reaction mixture was concentrated under reduced pressure. The crude product was purified by preparative reverse-phase liquid chromatography to give N-cyano-N′-ethyl-4-(2-oxo-2,3-dihydro-benzoimidazol-1-yl)-piperidine-1-carbox... Reactants: C1(=CC=CC=C1)OC(=NC#N)N1CCC(CC1)N1C(NC2=C1C=CC=C2)=O (N-cyano-4-(2-oxo-2,3-dihydro-benzoimidazol-1-yl)-piperidine-1-carboximidic acid phenyl ester), Solution, C(C)N (ethylamine). Run in O1CCCC1 (tetrahydrofuran). RXN SMILES: C1(O[C:8]([N:12]2[CH2:17][CH2:16][CH:15]([N:18]3[C:22]4[CH:23]=[CH:24][CH:25]=[CH:26][C:21]=4[NH:20][C:19]3=[O:27])[CH2:14][CH2:13]2)=[N:9][C:10]#[N:11])C=CC=CC=1.[CH2:28]([NH2:30])[CH3:29]>O1CCCC1>[C:10]([NH:9][C:8]([N:12]1[CH2:13][CH2:14][CH:15]([N:18]2[C:22]3[CH:23]=[CH:24][CH:25]=[CH:26][C:21]=3[NH:20][C:19]2=[O:27])[CH2:16][CH2:17]1)=[N:30][CH2:28][CH3:29])#[N:11].